describe an organic reaction: reactants, conditions, products, and yield From a dataset of the Open Reaction Database (ORD), a public repository of structured organic reaction records. Reactants: ClC1=NC=NC2=CC(=C(C=C12)OC)OCCN1C=NC=C1 (4-chloro-7-(2-(imidazol-1-yl)ethoxy)-6-methoxyquinazoline), OC=1C=C(N)C=CC1 (3-hydroxyaniline), solution. Solvent: C(C)(C)O (isopropanol), Cl (hydrogen chloride). Reaction conditions: temperature 80 celsius, time 1 hour. Product: Cl.OC=1C=C(NC2=NC=NC3=CC(=C(C=C23)OC)OCCN2C=NC=C2)C=CC1 (4-(3-hydroxyanilino)-7-(2-(imidazol-1-yl)ethoxy)-6-methoxyquinazoline hydrochloride). Yield: 84.6%. RXN SMILES: [Cl:1][C:2]1[C:11]2[C:6](=[CH:7][C:8]([O:14][CH2:15][CH2:16][N:17]3[CH:21]=[CH:20][N:19]=[CH:18]3)=[C:9]([O:12][CH3:13])[CH:10]=2)[N:5]=[CH:4][N:3]=1.[OH:22][C:23]1[CH:24]=[C:25]([CH:27]=[CH:28][CH:29]=1)[NH2:26]>C(O)(C)C.Cl>[ClH:1].[OH:22][C:23]1[CH:24]=[C:25]([CH:27]=[CH:28][CH:29]=1)[NH:26][C:2]1[C:11]2[C:6](=[CH:7][C:8]([O:14][CH2:15][CH2:16][N:17]3[CH:21]=[CH:20][N:19]=[CH:18]3)=[C:9]([O:12][CH3:13])[CH:10]=2)[N:5]=[CH:4][N:3]=1 |f:4.5|. Procedure: A mixture of 4-chloro-7-(2-(imidazol-1-yl)ethoxy)-6-methoxyquinazoline (49 mg, 0.16 mmol) and 3-hydroxyaniline (21 mg, 0.19 mmol) in isopropanol (3 ml) and isopropanolic hydrogen chloride (0.2 ml of a 5M solution) was stirred at 80° C. for 1 hour. The precipitated solid was collected by filtration, washed with isopropanol and ether and dried under vacuum to give 4-(3-hydroxyanilino)-7-(2-(imidazol-1-yl)ethoxy)-6-methoxyquinazoline hydrochloride (56 mg, 93%). The reactants are O (Water), [OH-].[Na+] (sodium hydroxide), O (water), [H-].[Al+3].[Li+].[H-].[H-].[H-] (lithium aluminum hydride), COC=1C=C(C(=O)OC)C=CN1 (methyl 2-methoxyisonicotinate). The solvent is C(C)OCC (diethyl ether), C1CCOC1 (THF), C(C)OCC (diethyl ether). Conditions: temperature 0 celsius, time 20 minute. Product: crude product, COC1=NC=CC(=C1)CO ((2-methoxypyridin-4-yl)methanol). Yield: 94.5%. Reaction SMILES: [H-].[Al+3].[Li+].[H-].[H-].[H-].[CH3:7][O:8][C:9]1[CH:10]=[C:11]([CH:16]=[CH:17][N:18]=1)[C:12](OC)=[O:13].O.[OH-].[Na+]>C(OCC)C.C1COCC1>[CH3:7][O:8][C:9]1[CH:10]=[C:11]([CH2:12][OH:13])[CH:16]=[CH:17][N:18]=1 |f:0.1.2.3.4.5,8.9|. Procedure: To a suspension of lithium aluminum hydride (2.92 g) in diethyl ether (200 ml) and THF (50 mL) was added dropwise a solution of methyl 2-methoxyisonicotinate (8.57 g) in diethyl ether (50 mL) at 0° C., and the reaction mixture was stirred at 0° C. for 20 min. Water (3.0 mL), 4N aqueous sodium hydroxide solution (3.0 mL) and water (9.0 mL) were successively added to the reaction mixture at 0° C., and the mixture was stirred at room temperature for 15 min. The resulting white precipitate was filte... Reactants: CC(=O)O, COC(=O)c1cc([N+](=O)[O-])c(N)c(F)c1Nc1ccccc1Cl, CCOC(C)=O, [Zn]. The product is COC(=O)c1cc(N)c(N)c(F)c1Nc1ccccc1Cl. Reaction SMILES: [C:24]([OH:25])(=[O:26])[CH3:27].[CH3:1][O:2][C:3]([c:4]1[c:5]([NH:15][c:16]2[c:17]([Cl:22])[cH:18][cH:19][cH:20][cH:21]2)[c:6]([F:14])[c:7]([NH2:13])[c:8]([N+:10]([O-:11])=[O:12])[cH:9]1)=[O:23].[CH3:28][CH2:29][O:30][C:31](=[O:32])[CH3:33].[Zn:34]>>[CH3:1][O:2][C:3]([c:4]1[c:5]([NH:15][c:16]2[c:17]([Cl:22])[cH:18][cH:19][cH:20][cH:21]2)[c:6]([F:14])[c:7]([NH2:13])[c:8]([NH2:10])[cH:9]1)=[O:23]. Reactants: Cc1ccc(S(=O)(=O)OCC2Cc3cccc(-c4ccc(Cl)cc4)c3O2)cc1, Cl, [N-]=[N+]=[N-], [N-]=[N+]=[N-], [N-]=[N+]=NCC1Cc2cccc(-c3ccc(F)cc3)c2O1, [Na+]. Yields the product NCC1Cc2cccc(-c3ccc(Cl)cc3)c2O1. Reaction SMILES: [CH3:1][c:2]1[cH:3][cH:4][c:5]([S:6]([O:7][CH2:12][CH:13]2[O:14][c:15]3[c:16]([cH:18][cH:19][cH:20][c:21]3-[c:22]3[cH:23][cH:24][c:25]([Cl:28])[cH:26][cH:27]3)[CH2:17]2)(=[O:8])=[O:9])[cH:10][cH:11]1.[ClH:56].[N-:30]=[N+:31]=[N-:32].[N-:53]=[N+:54]=[N-:55].[N:33]([CH2:34][CH:35]1[CH2:36][c:37]2[cH:38][cH:39][cH:40][c:41](-[c:42]3[cH:43][cH:44][c:45]([F:46])[cH:47][cH:48]3)[c:49]2[O:50]1)=[N+:51]=[N-:52].[Na+:29]>>[CH2:12]([CH:13]1[O:14][c:15]2[c:16]([cH:18][cH:19][cH:20][c:21]2-[c:22]2[cH:23][cH:24][c:25]([Cl:28])[cH:26][cH:27]2)[CH2:17]1)[NH2:30].